Dataset: the Open Reaction Database (ORD), a public repository of structured organic reaction records. Task: describe an organic reaction: reactants, conditions, products, and yield The reactants are CC(C)=O, CS(=O)(=O)OCCCC(F)(F)F, [Na+], N#C[S-]. The product is N#CSCCCC(F)(F)F. As a reaction SMILES: [CH3:17][C:18](=[O:19])[CH3:20].[CH3:1][S:2]([O:3][CH2:6][CH2:7][CH2:8][C:9]([F:10])([F:11])[F:12])(=[O:4])=[O:5].[Na+:13].[S-:14][C:15]#[N:16]>>[CH2:6]([CH2:7][CH2:8][C:9]([F:10])([F:11])[F:12])[S:14][C:15]#[N:16]. The reactants are CC(C)(C)OC(=O)Oc2ccc1ccccc1c2 (substrate), OB(O)c1ccoc1 (effective_coupling_partner). The reagents and catalysts are dcypf. Run at temperature 60 celsius, time 6 hour. Product: c3ccc2cc(c1ccoc1)ccc2c3.